This data is from the Open Reaction Database (ORD), a public repository of structured organic reaction records. The task is: describe an organic reaction: reactants, conditions, products, and yield Reactants: C(C)(=O)N1C[C@@H](CC1)CC=1N(C(NN1)=O)C1=CC=C(C=C1)Br (5-{[(3S)-1-acetyl-3-pyrrolidinyl]methyl}-4-(4-bromophenyl)-2,4-dihydro-3H-1,2,4-triazol-3-one), CC1(OB(OC1(C)C)C1=CC=C2C=CC=NC2=C1)C (7-(4,4,5,5-tetramethyl-1,3,2-dioxaborolan-2-yl)quinoline), C([O-])([O-])=O.[K+].[K+] (potassium carbonate). The reagents and catalysts are C1=CC=C(C=C1)P([C-]2C=CC=C2)C3=CC=CC=C3.C1=CC=C(C=C1)P([C-]2C=CC=C2)C3=CC=CC=C3.Cl[Pd]Cl.[Fe+2].ClCCl (dichloro[1,1′-bis(diphenylphosphino)ferrocene]palladium(II) dichloromethane). The solvent is O1CCOCC1 (dioxane). Conditions: temperature 110 celsius, time 1 hour. Product: C(C)(=O)N1C[C@@H](CC1)CC=1N(C(NN1)=O)C1=CC=C(C=C1)C1=CC=C2C=CC=NC2=C1 (5-{[(3S)-1-acetyl-3-pyrrolidinyl]methyl}-4-[4-(7-quinolinyl)phenyl]-2,4-dihydro-3H-1,2,4-triazol-3-one). As a reaction SMILES: [C:1]([N:4]1[CH2:8][CH2:7][C@@H:6]([CH2:9][C:10]2[N:11]([C:16]3[CH:21]=[CH:20][C:19](Br)=[CH:18][CH:17]=3)[C:12](=[O:15])[NH:13][N:14]=2)[CH2:5]1)(=[O:3])[CH3:2].CC1(C)C(C)(C)OB([C:31]2[CH:40]=[C:39]3[C:34]([CH:35]=[CH:36][CH:37]=[N:38]3)=[CH:33][CH:32]=2)O1.C(=O)([O-])[O-].[K+].[K+]>O1CCOCC1.C1C=CC(P(C2C=CC=CC=2)[C-]2C=CC=C2)=CC=1.C1C=CC(P(C2C=CC=CC=2)[C-]2C=CC=C2)=CC=1.Cl[Pd]Cl.[Fe+2].ClCCl>[C:1]([N:4]1[CH2:8][CH2:7][C@@H:6]([CH2:9][C:10]2[N:11]([C:16]3[CH:21]=[CH:20][C:19]([C:31]4[CH:40]=[C:39]5[C:34]([CH:35]=[CH:36][CH:37]=[N:38]5)=[CH:33][CH:32]=4)=[CH:18][CH:17]=3)[C:12](=[O:15])[NH:13][N:14]=2)[CH2:5]1)(=[O:3])[CH3:2] |f:2.3.4,6.7.8.9.10|. Procedure details: A solution of 5-{[(3S)-1-acetyl-3-pyrrolidinyl]methyl}-4-(4-bromophenyl)-2,4-dihydro-3H-1,2,4-triazol-3-one (0.211 mmol) in dioxane (2 mL) was treated with 7-(4,4,5,5-tetramethyl-1,3,2-dioxaborolan-2-yl)quinoline (0.216 mmol), dichloro[1,1′-bis(diphenylphosphino)ferrocene]palladium(II)-dichloromethane adduct (20 mg), and 2M aq potassium carbonate (1 mL). The reaction mixture was purged with nitrogen, sealed, and stirred at 110° C. for 1 h. The reaction mixture was cooled to room temperature, dil... Starting materials: [H-].[Na+] (sodium hydride), CI (methyl iodide), C(CC#N)#N (malononitrile), C(C1=CC=CC=C1)N=C=S (benzyl isothiocyanate). Run in CN(C)C=O (DMF), O (water). Run at time 1 hour. Product: CSC(C(C#N)C#N)NCC1=CC=CC=C1 (2-Benzylamino-2-methylthio-1,1-ethylenedicarbonitrile). Yield: 70.0%. RXN SMILES: [C:1](#[N:5])[CH2:2][C:3]#[N:4].[H-].[Na+].[CH2:8]([N:15]=[C:16]=[S:17])[C:9]1[CH:14]=[CH:13][CH:12]=[CH:11][CH:10]=1.[CH3:18]I>CN(C=O)C.O>[CH3:18][S:17][CH:16]([NH:15][CH2:8][C:9]1[CH:14]=[CH:13][CH:12]=[CH:11][CH:10]=1)[CH:2]([C:1]#[N:5])[C:3]#[N:4] |f:1.2|. Reported procedure: To a solution of malononitrile (1.21 g, 18.3 mmol) in DMF (40 ml) was added under ice-cooling sodium hydride (0.77 g, 19.2 mmol). After stirring for one hour, benzyl isothiocyanate (2.73 g, 18.3 mmol) was added dropwise. After stirring under ice-cooling for 1.5 hours, methyl iodide (2.60 g, 18.3 mmol) was added dropwise. After stirring at room temperature for 15 hours, water (400 ml) was added to the reaction mixture, which was then extracted with ethyl acetate (100 ml×2). The organic layer was ... Procedure details: Prepared according to the method of example 33(b), using N-[6-Chloro-2-[(3S)-3-[(methylsulfonyl)oxy]-1-pyrrolidinyl]-5-quinolinyl]-cyclohexaneacetamide (Example 33(a)) (0.225 g) and ethanolamine (2 mL) to afford the title compound (0.052 g). Yields the product ClC=1C(=C2C=CC(=NC2=CC1)N1C[C@@H](CC1)NCCO)NC(CC1CCCCC1)=O (N-[6-Chloro-2-[(3R)-3-[(2-hydroxyethyl)amino]-1-pyrrolidinyl]-5-quinolinyl]-cyclohexaneacetamide). As a reaction SMILES: [Cl:1][C:2]1[C:3]([NH:22][C:23](=[O:31])[CH2:24][CH:25]2[CH2:30][CH2:29][CH2:28][CH2:27][CH2:26]2)=[C:4]2[C:9](=[CH:10][CH:11]=1)[N:8]=[C:7]([N:12]1[CH2:16][CH2:15][C@H:14](OS(C)(=O)=O)[CH2:13]1)[CH:6]=[CH:5]2.[CH2:32]([CH2:34][NH2:35])[OH:33]>>[Cl:1][C:2]1[C:3]([NH:22][C:23](=[O:31])[CH2:24][CH:25]2[CH2:26][CH2:27][CH2:28][CH2:29][CH2:30]2)=[C:4]2[C:9](=[CH:10][CH:11]=1)[N:8]=[C:7]([N:12]1[CH2:16][CH2:15][C@@H:14]([NH:35][CH2:34][CH2:32][OH:33])[CH2:13]1)[CH:6]=[CH:5]2. The reactants are ClC=1C(=C2C=CC(=NC2=CC1)N1C[C@H](CC1)OS(=O)(=O)C)NC(CC1CCCCC1)=O (N-[6-Chloro-2-[(3S)-3-[(methylsulfonyl)oxy]-1-pyrrolidinyl]-5-quinolinyl]-cyclohexaneacetamide), C(O)CN (ethanolamine). The reactants are OC=1C=C(C=O)C=CC1O (3,4-dihydroxybenzaldehyde), C(CBr)Br (ethylene dibromide), [OH-].[Na+] (sodium hydroxide). Reagents/catalysts: [Cu] (copper). The solvent is C(C)O (ethanol). Yields the product C1OC=2C=C(C=O)C=CC2OC1 (3,4-ethylenedioxybenzaldehyde). Reaction SMILES: [OH:1][C:2]1[CH:3]=[C:4]([CH:7]=[CH:8][C:9]=1[OH:10])[CH:5]=[O:6].[CH2:11](Br)[CH2:12]Br.[OH-].[Na+]>[Cu].C(O)C>[CH2:11]1[CH2:12][O:10][C:9]2[CH:8]=[CH:7][C:4]([CH:5]=[O:6])=[CH:3][C:2]=2[O:1]1 |f:2.3|. Reported procedure: (i)(a) A mixture of 3,4-dihydroxybenzaldehyde (10.0 g), ethylene dibromide (13.61 g), copper powder (trace), sodium hydroxide (5.80 g) and ethanol (500 ml) was heated at reflux for 2 days. Subsequently, the solvent was evaporated and the residue was dissolved in dichloromethane. The organic phase was shaken with a little water and then dried over anhydrous magnesium sulphate. The solvent was evaporated and the residue was purified by column chromatography over silica gel (eluant dichloromethane)... Starting materials: 70, CC1=CC2=C(C=C1)NC3=CC4=C(C=C3C2=O)NC5=C(C4=O)C=C(C=C5)C (C.I. Pigment Red 122), C(C(C)C)O (isobutanol). The solvent is O (water). Run at temperature 130 celsius, time 7 hour. Product: C1=CC=C2C(=C1)C(=O)C3=CC4=C(C=C3N2)C(=O)C5=CC=CC=C5N4 (Quinacridone). RXN SMILES: C[C:2]1[CH:7]=[CH:6][C:5]2[NH:8][C:9]3[C:14]([C:15](=[O:16])[C:4]=2[CH:3]=1)=[CH:13][C:12]1[NH:17][C:18]2[CH:25]=[CH:24][C:23](C)=[CH:22][C:19]=2[C:20](=[O:21])[C:11]=1[CH:10]=3.C(O)C(C)C>O>[CH:23]1[CH:22]=[C:19]2[C:20]([C:11]3[C:12]([NH:17][C:18]2=[CH:25][CH:24]=1)=[CH:13][C:14]1[C:15]([C:4]2[C:5]([NH:8][C:9]=1[CH:10]=3)=[CH:6][CH:7]=[CH:2][CH:3]=2)=[O:16])=[O:21]. Procedure details: A mixture of 70 weight parts of C.I. Pigment Red 122 CROMOPHTAL Jet Magenta DMQ” (produced by Ciba Japan Co., Ltd), 290 weight parts of isobutanol and 380 weight parts of water were stirred at 130° C. for 7 hours in a stirrer Thereafter, the resulting mixture was cooled to room temperature, and the resulting precipitates were filtered off, washed with hot water, dried and pulverized. Thus, Quinacridone Pigment 6 was obtained. The reactants are CSC1=CC=2N(C(=N1)SC)NN(C2)S (5,7-bis(methylthio)triazolo[1,5-c]pyrimidine-2-thiol), S(=O)(=O)(OC)OC (dimethyl sulfate). Product: CSN1NN2C(=NC(=CC2=C1)SC)SC (2,5,7-tris(methylthio)triazolo[1,5-c]pyrimidine). Reaction SMILES: [CH3:1][S:2][C:3]1[N:8]=[C:7]([S:9][CH3:10])[N:6]2[NH:11][N:12]([SH:14])[CH:13]=[C:5]2[CH:4]=1.S(OC)(O[CH3:19])(=O)=O>>[CH3:19][S:14][N:12]1[CH:13]=[C:5]2[N:6]([C:7]([S:9][CH3:10])=[N:8][C:3]([S:2][CH3:1])=[CH:4]2)[NH:11]1. Procedure: Using the method of Example 28 and starting with 5,7-bis(methylthio)triazolo[1,5-c]pyrimidine-2-thiol (from Example 23) and dimethyl sulfate, a solid was obtained which was recrystallized from an ethyl acetate-hexane mixture to provide 2,5,7-tris(methylthio)triazolo[1,5-c]pyrimidine, m.p. 165°-167° C. Analysis: Calculated for C8H10N4S3 : %C, 37.2; %H, 3.9; %N, 21.7; Found: %C, 37.5; %H, 3.9; %N, 22.0. Reactants: C1(CC1)C(=O)C1CC(CCC1=O)C(=O)O (3-(cyclopropanecarbonyl)-4-oxocyclohexanecarboxylic acid), O.NN (hydrazine hydrate), CCO (EtOH). Reaction conditions: time 18 hour. The product is C1(CC1)C1=NNC=2CCC(CC12)C(=O)OC (methyl 3-cyclopropyl-4,5,6,7-tetrahydro-1H-indazole-5-carboxylate). As a reaction SMILES: [CH:1]1([C:4]([CH:6]2[C:11](=O)[CH2:10][CH2:9][CH:8]([C:13]([OH:15])=O)[CH2:7]2)=O)[CH2:3][CH2:2]1.[OH2:16].[NH2:17][NH2:18].[CH3:19]CO>>[CH:1]1([C:4]2[C:6]3[CH2:7][CH:8]([C:13]([O:15][CH3:19])=[O:16])[CH2:9][CH2:10][C:11]=3[NH:18][N:17]=2)[CH2:2][CH2:3]1 |f:1.2|. Procedure details: To a solution of compound 3-(cyclopropanecarbonyl)-4-oxocyclohexanecarboxylic acid (36.0 g, 0.15 mol) in EtOH (95%, 300 mL) was added hydrazine hydrate (23.0 g, 0.39 mol) at 0° C. The reaction mixture was stirred 18 h at rt. The solvent was concentrated in vacuum to give methyl 3-cyclopropyl-4,5,6,7-tetrahydro-1H-indazole-5-carboxylate (35.0 g). The compound was used in the next reaction without further purification.